describe an organic reaction: reactants, conditions, products, and yield From a dataset of the Open Reaction Database (ORD), a public repository of structured organic reaction records. The reactants are ClC1=CC(=C(C=C1)/C=C/C(=O)C=1C=CC(N(C1)C)=O)C (5-[(E)-3-(4-Chloro-2-methyl-phenyl)-acryloyl]-1-methyl-1H-pyridin-2-one), CC1(OB(OC1(C)C)C1=CC=C(C=C1)S(=O)(=O)N)C (4-(4,4,5,5-tetramethyl-1,3,2-dioxaborolan-2-yl)benzenesulfonamide), C(O)([O-])=O.[Na+] (sodium hydrogencarbonate). Reagents/catalysts: C1/C=C\CC/C=C\C1.C1/C=C\CC/C=C\C1.[Cl-].[Cl-].[Rh].[Rh] (chloro(1,5-cyclooctadiene)rhodium(I) dimer). The solvent is O1CCOCC1 (1,4-dioxane), O (water). Product: ClC1=CC(=C(C=C1)C(CC(=O)C1=CN(C(C=C1)=O)C)C1=CC=C(C=C1)S(=O)(=O)N)C (4-(1-(4-Chloro-2-methylphenyl)-3-(1-methyl-6-oxo-1,6-dihydropyridin-3-yl)-3-oxopropyl)benzenesulfonamide). Reaction SMILES: [Cl:1][C:2]1[CH:7]=[CH:6][C:5](/[CH:8]=[CH:9]/[C:10]([C:12]2[CH:13]=[CH:14][C:15](=[O:19])[N:16]([CH3:18])[CH:17]=2)=[O:11])=[C:4]([CH3:20])[CH:3]=1.CC1(C)C(C)(C)OB([C:29]2[CH:34]=[CH:33][C:32]([S:35]([NH2:38])(=[O:37])=[O:36])=[CH:31][CH:30]=2)O1.C(=O)([O-])O.[Na+]>O1CCOCC1.O.C1CC=CCCC=C1.C1CC=CCCC=C1.[Cl-].[Cl-].[Rh].[Rh]>[Cl:1][C:2]1[CH:7]=[CH:6][C:5]([CH:8]([C:29]2[CH:34]=[CH:33][C:32]([S:35]([NH2:38])(=[O:37])=[O:36])=[CH:31][CH:30]=2)[CH2:9][C:10]([C:12]2[CH:13]=[CH:14][C:15](=[O:19])[N:16]([CH3:18])[CH:17]=2)=[O:11])=[C:4]([CH3:20])[CH:3]=1 |f:2.3,6.7.8.9.10.11|. Reported procedure: In analogy to example 203, step 1, 5-[(E)-3-(4-chloro-2-methyl-phenyl)-acryloyl]-1-methyl-1H-pyridin-2-one (example 323, step 3) was reacted with 4-(4,4,5,5-tetramethyl-1,3,2-dioxaborolan-2-yl)benzenesulfonamide in the presence of chloro(1,5-cyclooctadiene)rhodium(I) dimer and sodium hydrogencarbonate in 1,4-dioxane and water at 60° C. to give the title compound as a colourless solid, MS (ESI+): m/z=445.3 [M+H]+. Product: COCCCCCCOC(CN1C=NC=C1)COCC1=CC=C(C=C1)OC (1-[2-[(6-Methoxyhexyl)oxy]-3-[(4-methoxyphenyl)methoxyl]propyl]-1H-imidazol). The reactants are OCCCCCCOC(CN1C=NC=C1)COCC1=CC=C(C=C1)OC (1-[2-[(6-hydroxyhexyl)oxy]-3-[(4-methoxyphenyl)methoxy]-propyl]-1H-imidazole), [H-].[Na+] (sodium hydride), CI (Methyl iodide). Conditions: time 1 hour. Reported procedure: 1-[2-[(6-Hydroxyhexyl)oxy]-3-[(4-methoxyphenyl)methoxy]propyl]-1H-imidazole (Example 23) (0.3 g, 0.00086 mol) was added to a suspension of sodium hydride (0.006 g of an 80% dispersion in oil, 0.002 mol) in dry tetrahydrofuran (5 ml) at 25° C. and the resulting slurry stirred for 1 hour at this temperature. Methyl iodide (0.284 g, 0.002 mol) was then added and the resulting suspension stirred at 25° C. overnight. The suspension was then evaporated under reduced pressure and the residue poured int... RXN SMILES: [OH:1][CH2:2][CH2:3][CH2:4][CH2:5][CH2:6][CH2:7][O:8][CH:9]([CH2:16][O:17][CH2:18][C:19]1[CH:24]=[CH:23][C:22]([O:25][CH3:26])=[CH:21][CH:20]=1)[CH2:10][N:11]1[CH:15]=[CH:14][N:13]=[CH:12]1.[H-].[Na+].[CH3:29]I>O1CCCC1>[CH3:29][O:1][CH2:2][CH2:3][CH2:4][CH2:5][CH2:6][CH2:7][O:8][CH:9]([CH2:16][O:17][CH2:18][C:19]1[CH:20]=[CH:21][C:22]([O:25][CH3:26])=[CH:23][CH:24]=1)[CH2:10][N:11]1[CH:15]=[CH:14][N:13]=[CH:12]1 |f:1.2|. Solvent: O1CCCC1 (tetrahydrofuran). Reactants: COC(=O)C(C)Br, O=C([O-])[O-], CC(C)=O, O=C(O)Cc1cccc(Oc2ccc(C(F)(F)F)cc2Cl)c1, [K+], [K+]. Product: COC(=O)C(C)OC(=O)Cc1cccc(Oc2ccc(C(F)(F)F)cc2Cl)c1. Reaction SMILES: [Br:23][CH:24]([C:25](=[O:26])[O:27][CH3:28])[CH3:29].[C:30](=[O:31])([O-:32])[O-:33].[CH3:36][C:37](=[O:38])[CH3:39].[Cl:1][c:2]1[c:3]([O:4][c:5]2[cH:6][c:7]([CH2:11][C:12](=[O:13])[OH:14])[cH:8][cH:9][cH:10]2)[cH:15][cH:16][c:17]([C:19]([F:20])([F:21])[F:22])[cH:18]1.[K+:34].[K+:35]>>[Cl:1][c:2]1[c:3]([O:4][c:5]2[cH:6][c:7]([CH2:11][C:12](=[O:13])[O:14][CH:24]([C:25](=[O:26])[O:27][CH3:28])[CH3:29])[cH:8][cH:9][cH:10]2)[cH:15][cH:16][c:17]([C:19]([F:20])([F:21])[F:22])[cH:18]1.